This data is from the Open Reaction Database (ORD), a public repository of structured organic reaction records. The task is: describe an organic reaction: reactants, conditions, products, and yield The reactants are Cl.OCC=1NC=CN1 (hydroxymethylimidazole hydrochloride), CN(C=O)C (dimethylformamide), C1(=CC=CC=C1)C(C1=CC=CC=C1)(C1=CC=CC=C1)Cl (triphenylmethyl chloride), CN(C=O)C (dimethylformamide), ice water. Solvent: C(C)N(CC)CC (triethylamine). Conditions: time 2 hour. Product: OCC=1N=CN(C1)C(C1=CC=CC=C1)(C1=CC=CC=C1)C1=CC=CC=C1 (4-Hydroxymethyl-1-trityl-1H-imidazole). Isolated yield 87.0%. Reaction SMILES: Cl.OC[C:4]1[NH:5][CH:6]=[CH:7][N:8]=1.[C:9]1([C:15](Cl)([C:22]2[CH:27]=[CH:26][CH:25]=[CH:24][CH:23]=2)[C:16]2[CH:21]=[CH:20][CH:19]=[CH:18][CH:17]=2)[CH:14]=[CH:13][CH:12]=[CH:11][CH:10]=1.CN(C)[CH:31]=[O:32]>C(N(CC)CC)C>[OH:32][CH2:31][C:6]1[N:5]=[CH:4][N:8]([C:15]([C:22]2[CH:27]=[CH:26][CH:25]=[CH:24][CH:23]=2)([C:16]2[CH:21]=[CH:20][CH:19]=[CH:18][CH:17]=2)[C:9]2[CH:14]=[CH:13][CH:12]=[CH:11][CH:10]=2)[CH:7]=1 |f:0.1|. Reported procedure: 3.99 g (29.6 mmol) of hydroxymethylimidazole hydrochloride was dissolved in a mixture of 30 ml of dimethylformamide and 10 ml triethylamine, and then a solution of 9.35 g (33.5 mmol) of triphenylmethyl chloride in 110 ml of dimethylformamide was added slowly thereto. After 2 hours, 500 ml of ice water was added to the reaction mixture to obtain a solid. This solid was recrystallized from dioxane to give 8.82 g (Yield 87%) of the title compound. The reactants are BrBr, CC(=O)O, Cn1cnc2cc(N)ccc21. The product is Cn1cnc2c(Br)c(N)ccc21. RXN SMILES: [Br:12][Br:13].[C:14]([OH:15])(=[O:16])[CH3:17].[CH3:1][n:2]1[cH:3][n:4][c:5]2[c:6]1[cH:7][cH:8][c:9]([NH2:11])[cH:10]2>>[CH3:1][n:2]1[cH:3][n:4][c:5]2[c:6]1[cH:7][cH:8][c:9]([NH2:11])[c:10]2[Br:12]. The yield is 13.0%. As a reaction SMILES: [CH3:1][O:2][C:3]1[CH:4]=[C:5]([N:11]2[CH2:20][C:19]3[C:14](=[N:15][C:16](S(C)=O)=[N:17][CH:18]=3)[NH:13][C:12]2=[O:24])[CH:6]=[C:7]([O:9][CH3:10])[CH:8]=1.[N:25]1[CH:30]=[CH:29][C:28]([CH2:31][NH:32][CH2:33][CH2:34][NH2:35])=[CH:27][CH:26]=1>>[CH3:1][O:2][C:3]1[CH:4]=[C:5]([N:11]2[CH2:20][C:19]3[C:14](=[N:15][C:16]([NH:35][CH2:34][CH2:33][NH:32][CH2:31][C:28]4[CH:27]=[CH:26][N:25]=[CH:30][CH:29]=4)=[N:17][CH:18]=3)[NH:13][C:12]2=[O:24])[CH:6]=[C:7]([O:9][CH3:10])[CH:8]=1. Procedure details: Using the general procedure above, 3-(3,5-dimethoxy-phenyl)-7-methanesulfinyl-3,4-dihydro-pyrimido[4,5-d]pyrimidin-2(1H)-one and 0.1423 g (0.941 mmol) of N-(4-picoly)ethylenediamine were reacted. The residue was chromatographed eluting with ethyl acetate/ethanol/triethylamine (9:2:1 v/v/v) then ethyl acetate/ethanol/triethylamine (9:3:2 v/v/v) to give 0.0162 g (13%) of the title compound: HPLC=92% pure. Yields the product COC=1C=C(C=C(C1)OC)N1C(NC2=NC(=NC=C2C1)NCCNCC1=CC=NC=C1)=O (3-(3,5-Dimethoxy-phenyl)-7-{2-[(pyridin-4-ylmethyl)-amino]-ethylamino}-3,4-dihydro-pyrimido[4,5-d]pyrimidin-2(1H)-one). Reactants: COC=1C=C(C=C(C1)OC)N1C(NC2=NC(=NC=C2C1)S(=O)C)=O (3-(3,5-dimethoxy-phenyl)-7-methanesulfinyl-3,4-dihydro-pyrimido[4,5-d]pyrimidin-2(1H)-one), N1=CC=C(C=C1)CNCCN (N-(4-picoly)ethylenediamine). The reactants are CN1C[C@@H](CCC1)O ((R)-1-Methyl-piperidin-3-ol), BrCC(=O)NC1=NOC=C1 (2-bromo-N-isoxazol-3-yl-acetamide), BrCC(=O)NC1=NOC=C1 (2-bromo-N-isoxazol-3-yl-acetamide). As a reaction SMILES: [CH3:1][N:2]1[CH2:7][CH2:6][CH2:5][C@@H:4]([OH:8])[CH2:3]1.[Br:9][CH2:10][C:11]([NH:13][C:14]1[CH:18]=[CH:17][O:16][N:15]=1)=[O:12]>C(Cl)(Cl)Cl.C(#N)C>[Br-:9].[OH:8][C@@H:4]1[CH2:5][CH2:6][CH2:7][N+:2]([CH2:10][C:11](=[O:12])[NH:13][C:14]2[CH:18]=[CH:17][O:16][N:15]=2)([CH3:1])[CH2:3]1 |f:2.3,4.5|. Run in C(Cl)(Cl)Cl.C(C)#N (chloroform acetonitrile). Procedure: (R)-1-Methyl-piperidin-3-ol (1.15 g, 10 mmol) and 2-bromo-N-isoxazol-3-yl-acetamide (Intermediate A) (2.25 g, 11 mmol) are stirred together in chloroform/acetonitrile (20 ml of a 1:1 mixture) at room temperature for 1 hour. The solvent is removed in vacuo and the resulting oil is purified using C-18 reverse phase column chromatography (eluent-water:acetonitrile from 0% to 30% acetonitrile) to yield the titled compound. Product: [Br-].O[C@H]1C[N+](CCC1)(C)CC(NC1=NOC=C1)=O ((1R/S,3R)-3-Hydroxy-1-(isoxazol-3-ylcarbamoylmethyl)-1-methyl-piperidinium bromide). The reactants are C(C)OC1=NC(=CC=C1)NCCSCC1=C(N=CN1)C (2-ethoxy-6-[2-(4-methyl-5-imidazolylmethylthio)ethylamino]pyridine). Run in Cl (hydrochloric acid). Conditions: time 8 hour. The product is CC=1N=CNC1CSCCNC=1NC(C=CC1)=O (2-[2-(4-Methyl-5-imidazolylmethylthio)ethylamino] -(1H)-pyrid-6-one). RXN SMILES: C([O:3][C:4]1[CH:9]=[CH:8][CH:7]=[C:6]([NH:10][CH2:11][CH2:12][S:13][CH2:14][C:15]2[NH:19][CH:18]=[N:17][C:16]=2[CH3:20])[N:5]=1)C>Cl>[CH3:20][C:16]1[N:17]=[CH:18][NH:19][C:15]=1[CH2:14][S:13][CH2:12][CH2:11][NH:10][C:6]1[NH:5][C:4](=[O:3])[CH:9]=[CH:8][CH:7]=1. Reported procedure: A solution of this ethoxypyridine (3.4 g. of base) in 5N hydrochloric acid (100 ml) was heated under reflux for 21/2 hours. The reaction mixture was evaporated to dryness, the residue dissolved in a minimum amount of water, the solution basified with aqueous potassium carbonate, washed once with chloroform, and allowed to stand at 0° overnight. Crystals of 2-[2-(4-methyl-5-imidazolylmethylthio)ethylamino]-(1H)-pyrid-6-one were collected and recrystallised from water to give the pure product, m.p... Starting materials: FC(C(=O)O)(F)F (trifluoroacetic acid), [OH-].[Na+] (NaOH), FCCN(C(OC(C)(C)C)=O)C1=NC=C(C=C1)C=1OC2=C(N1)C=CC(=C2)OC (tert-Butyl (2-fluoroethyl)[5-(6-methoxy-1,3-benzoxazol-2-yl)pyridin-2-yl]carbamate), O (Water). Run in C(Cl)Cl (CH2Cl2), C(Cl)Cl (CH2Cl2). Conditions: time 4 hour. Yields the product FCCNC1=NC=C(C=C1)C=1OC2=C(N1)C=CC(=C2)OC (N-(2-fluoroethyl)-5-(6-methoxy-1,3-benzoxazol-2-yl)pyridin-2-amine). Yield: 41.8%. As a reaction SMILES: [F:1][CH2:2][CH2:3][N:4]([C:12]1[CH:17]=[CH:16][C:15]([C:18]2[O:19][C:20]3[CH:26]=[C:25]([O:27][CH3:28])[CH:24]=[CH:23][C:21]=3[N:22]=2)=[CH:14][N:13]=1)C(=O)OC(C)(C)C.FC(F)(F)C(O)=O.O.[OH-].[Na+]>C(Cl)Cl>[F:1][CH2:2][CH2:3][NH:4][C:12]1[CH:17]=[CH:16][C:15]([C:18]2[O:19][C:20]3[CH:26]=[C:25]([O:27][CH3:28])[CH:24]=[CH:23][C:21]=3[N:22]=2)=[CH:14][N:13]=1 |f:3.4|. Procedure: tert-Butyl (2-fluoroethyl)[5-(6-methoxy-1,3-benzoxazol-2-yl)pyridin-2-yl]carbamate (0.65 mmol) was dissolved in CH2Cl2 (20 mL), trifluoroacetic acid (0.5 mL) was added and the reaction mixture was stirred for 4 hours at r.t. Water (20 mL), NaOH (1.5 mL, 5M aq., pH adjusted to 12) and CH2Cl2 (20 mL) was added and the layers separated. The aqueous layer was extracted with CH2Cl2 (3×). The combined organic layers were dried (Na2SO4) filtered and concentrated. Purification using reverse phase HPLC a...